From a dataset of the Open Reaction Database (ORD), a public repository of structured organic reaction records. describe an organic reaction: reactants, conditions, products, and yield Starting materials: C(C1=CC=CC=C1)OC(=O)N1[C@H](CN(CC1)C(=O)OCC1=CC=CC=C1)C(=O)O (di-N-benzyloxycarbonylpiperazine-2(R)-carboxylic acid), ClC=1C=CC=C2C=C(NC12)C1=CC=CC=C1 (7-chloro-2-phenylindole). Product: Cl.Cl.ClC=1C=CC=C2C(=C(NC12)C1=CC=CC=C1)C[C@@H]1N(CCN(C1)C)C (7-Chloro- 3-(1,4-dimethylpiperazin-2(S)-ylmethyl)-2-phenyl-1H-indole dihydrochloride). Reaction SMILES: C(O[C:9]([N:11]1[CH2:16][CH2:15][N:14]([C:17](OCC2C=CC=CC=2)=O)[CH2:13][C@@H:12]1[C:27](O)=O)=O)C1C=CC=CC=1.[Cl:30][C:31]1[CH:32]=[CH:33][CH:34]=[C:35]2[C:39]=1[NH:38][C:37]([C:40]1[CH:45]=[CH:44][CH:43]=[CH:42][CH:41]=1)=[CH:36]2>>[ClH:30].[ClH:30].[Cl:30][C:31]1[CH:32]=[CH:33][CH:34]=[C:35]2[C:39]=1[NH:38][C:37]([C:40]1[CH:41]=[CH:42][CH:43]=[CH:44][CH:45]=1)=[C:36]2[CH2:27][C@H:12]1[CH2:13][N:14]([CH3:17])[CH2:15][CH2:16][N:11]1[CH3:9] |f:2.3.4|. Reported procedure: By substantially following the procedures of Example 1, utilising di-N-benzyloxycarbonylpiperazine-2(R)-carboxylic acid in place of N-benzyloxycarbonylnipecotic acid and 7-chloro-2-phenylindole in place of 2-phenylindole, was prepared the title compound as a white solid. (Found: C, 57.69; H, 6.11; N, 9.56; C21H24Cl3N2.0.6H2O requires C, 57.64; H, 6.27; N, 9.60%); mp 260° C. (from EtOH); [α]D22+25.2 (c 1.0 in MeOH); δH (400 MHz; D2O) 2.38 (4H, m, CH3 and aliphatic), 2.58 (3H, s, CH3), 2.70-2.88 (...